From a dataset of the Open Reaction Database (ORD), a public repository of structured organic reaction records. describe an organic reaction: reactants, conditions, products, and yield The reactants are N1=C(C=NC=C1)CC(=O)OC (methyl 2-(pyrazin-2-yl)acetate), O.NN (Hydrazine hydrate). Solvent: C(C)O (ethanol). Run at temperature 120 celsius. The product is N1=C(C=NC=C1)CC(=O)NN (2-(pyrazin-2-yl)acetohydrazide). Yield: 80.0%. RXN SMILES: [N:1]1[CH:6]=[CH:5][N:4]=[CH:3][C:2]=1[CH2:7][C:8]([O:10]C)=O.O.[NH2:13][NH2:14]>C(O)C>[N:1]1[CH:6]=[CH:5][N:4]=[CH:3][C:2]=1[CH2:7][C:8]([NH:13][NH2:14])=[O:10] |f:1.2|. Procedure details: In a 25 mL sealed tube, methyl 2-(pyrazin-2-yl)acetate (0.25 g, 1.0 eq.) was dissolved in ethanol (5 mL) at RT. Hydrazine hydrate (0.33 g, 4 eq.) was introduced dropwise at RT and the reaction mixture was heated at 120° C. for 20 h. The reaction mixture was concentrated under reduced pressure (40° C., 20 mm Hg) to afford the crude 2-(pyrazin-2-yl)acetohydrazide (0.2 g) which was used without further purification in the following step.